This data is from the Open Reaction Database (ORD), a public repository of structured organic reaction records. The task is: describe an organic reaction: reactants, conditions, products, and yield Reactants: NC1=C(C(=NC=N1)N[C@@H](C)C1=NN2C(C(N1C1=CC=CC=C1)=O)=C(C=C2)C)Br ((S)-2-(1-((6-Amino-5-bromopyrimidin-4-yl)amino)ethyl)-5-methyl-3-phenylpyrrolo[2,1-f][1,2,4]triazin-4(3H)-one), C(C)OC1=NC=C(C=C1NS(=O)(=O)C1=CC(=C(C=C1)O)C)B1OC(C(O1)(C)C)(C)C (N-(2-ethoxy-5-(4,4,5,5-tetramethyl-1,3,2-dioxaborolan-2-yl)pyridin-3-yl)-4-hydroxy-3-methylbenzenesulfonamide), C([O-])([O-])=O.[Cs+].[Cs+] (cesium carbonate). Yields the product NC1=NC=NC(=C1C=1C=C(C(=NC1)OCC)NS(=O)(=O)C1=CC(=C(C=C1)O)C)N[C@@H](C)C1=NN2C(C(N1C1=CC=CC=C1)=O)=C(C=C2)C ((S)—N-(5-(4-Amino-6-((1-(5-methyl-4-oxo-3-phenyl-3,4-dihydropyrrolo[2,1-f][1,2,4]triazin-2-yl)ethyl)amino)pyrimidin-5-yl)-2-ethoxypyridin-3-yl)-4-hydroxy-3-methylbenzenesulfonamide). The yield is 30.6%. Reaction SMILES: [NH2:1][C:2]1[N:7]=[CH:6][N:5]=[C:4]([NH:8][C@H:9]([C:11]2[N:16]([C:17]3[CH:22]=[CH:21][CH:20]=[CH:19][CH:18]=3)[C:15](=[O:23])[C:14]3=[C:24]([CH3:27])[CH:25]=[CH:26][N:13]3[N:12]=2)[CH3:10])[C:3]=1Br.[CH2:29]([O:31][C:32]1[C:37]([NH:38][S:39]([C:42]2[CH:47]=[CH:46][C:45]([OH:48])=[C:44]([CH3:49])[CH:43]=2)(=[O:41])=[O:40])=[CH:36][C:35](B2OC(C)(C)C(C)(C)O2)=[CH:34][N:33]=1)[CH3:30].C(=O)([O-])[O-].[Cs+].[Cs+]>>[NH2:1][C:2]1[C:3]([C:35]2[CH:36]=[C:37]([NH:38][S:39]([C:42]3[CH:47]=[CH:46][C:45]([OH:48])=[C:44]([CH3:49])[CH:43]=3)(=[O:41])=[O:40])[C:32]([O:31][CH2:29][CH3:30])=[N:33][CH:34]=2)=[C:4]([NH:8][C@H:9]([C:11]2[N:16]([C:17]3[CH:22]=[CH:21][CH:20]=[CH:19][CH:18]=3)[C:15](=[O:23])[C:14]3=[C:24]([CH3:27])[CH:25]=[CH:26][N:13]3[N:12]=2)[CH3:10])[N:5]=[CH:6][N:7]=1 |f:2.3.4|. Procedure: (S)-2-(1-((6-Amino-5-bromopyrimidin-4-yl)amino)ethyl)-5-methyl-3-phenylpyrrolo[2,1-f][1,2,4]triazin-4(3H)-one (100 mg, 0.23 mmol) was treated with N-(2-ethoxy-5-(4,4,5,5-tetramethyl-1,3,2-dioxaborolan-2-yl)pyridin-3-yl)-4-hydroxy-3-methylbenzenesulfonamide (149 mg, 0.34 mmol), 2M cesium carbonate (340 μl, 0.68 mmol) and 1,1′-bis(diphenylphosphino)ferrocene-palladium(II)dichloride dichloromethane complex (19 mg, 0.02 mmol) according to the method described in Example 3 to give 47 mg (27% yield) o... Reactants: C1(=CC=CC=C1)C1=CC=NC=2N1N=CC2C#N (7-phenylpyrazolo[1,5-a]pyrimidine-3-carbonitrile), [OH-].[NH4+] (ammonium hydroxide). Run in S(O)(O)(=O)=O (sulfuric acid). Product: C1(=CC=CC=C1)C1=CC=NC=2N1N=CC2C(=O)N (7-Phenylpyrazolo[1,5-a]pyrimidine-3-carboxamide). Reaction SMILES: [C:1]1([C:7]2[N:12]3[N:13]=[CH:14][C:15]([C:16]#[N:17])=[C:11]3[N:10]=[CH:9][CH:8]=2)[CH:6]=[CH:5][CH:4]=[CH:3][CH:2]=1.[OH-:18].[NH4+]>S(=O)(=O)(O)O>[C:1]1([C:7]2[N:12]3[N:13]=[CH:14][C:15]([C:16]([NH2:17])=[O:18])=[C:11]3[N:10]=[CH:9][CH:8]=2)[CH:2]=[CH:3][CH:4]=[CH:5][CH:6]=1 |f:1.2|. Reported procedure: A mixture of 4.0 g of 7-phenylpyrazolo[1,5-a]pyrimidine-3-carbonitrile (prepared as described in Example 7 of U.S. Pat. No. 4,236,005) and 40 ml of concentrated sulfuric acid was stirred at room temperature for 16 hours. The solution was then carefully poured into ice with stirring and the mixture was carefully made just basic with concentrated ammonium hydroxide. The solid was collected by filtration and recrystallized from dichloromethane to give pale yellow needles m.p. 236°-238.5° C.